From a dataset of the Open Reaction Database (ORD), a public repository of structured organic reaction records. describe an organic reaction: reactants, conditions, products, and yield Reactants: C(C)(C)(C)OC(NC1(COC(OC1)(C)C)CCC1=CC(=C(C=C1)OCCCC1=CC=C(C=C1)CC)C(F)(F)F)=O ([5-(2-{4-[3-(4-ethylphenyl)propoxy]-3-trifluoromethylphenyl}ethyl)-2,2-dimethyl-1,3-dioxan-5-yl]carbamic acid t-butyl ester), Cl (hydrochloric acid). Run in C(C)O (ethanol). Conditions: temperature 80 celsius, time 1.5 hour. Yields the product Cl.NC(CO)(CO)CCC1=CC(=C(C=C1)OCCCC1=CC=C(C=C1)CC)C(F)(F)F (2-amino-2-(2-{4-[3-(4-ethylphenyl)propoxy]-3-trifluoromethylphenyl}ethyl)propane-1,3-diol hydrochloride). As a reaction SMILES: C(OC(=O)[NH:7][C:8]1([CH2:16][CH2:17][C:18]2[CH:23]=[CH:22][C:21]([O:24][CH2:25][CH2:26][CH2:27][C:28]3[CH:33]=[CH:32][C:31]([CH2:34][CH3:35])=[CH:30][CH:29]=3)=[C:20]([C:36]([F:39])([F:38])[F:37])[CH:19]=2)[CH2:13][O:12]C(C)(C)[O:10][CH2:9]1)(C)(C)C.[ClH:41]>C(O)C>[ClH:41].[NH2:7][C:8]([CH2:16][CH2:17][C:18]1[CH:23]=[CH:22][C:21]([O:24][CH2:25][CH2:26][CH2:27][C:28]2[CH:29]=[CH:30][C:31]([CH2:34][CH3:35])=[CH:32][CH:33]=2)=[C:20]([C:36]([F:37])([F:38])[F:39])[CH:19]=1)([CH2:9][OH:10])[CH2:13][OH:12] |f:3.4|. Procedure details: Compound 39-4 (770 mg) was dissolved in ethanol (15 ml), concentrated hydrochloric acid (1.5 ml) was added, and the mixture was stirred at 80° C. for 1.5 hr. The reaction mixture was concentrated, and the residue was washed with diethyl ether to give the object product (540 mg) as a white powder. RXN SMILES: [Br:1][C:2]1[CH:3]=[CH:4][C:5]2[NH:9][S:8](=[O:11])(=[O:10])[N:7]([CH3:12])[C:6]=2[CH:13]=1.C([O-])([O-])=O.[K+].[K+].[CH3:20][Si:21]([CH2:24][CH2:25][O:26][CH2:27]Cl)([CH3:23])[CH3:22]>CN(C=O)C.O>[Br:1][C:2]1[CH:3]=[CH:4][C:5]2[N:9]([CH2:27][O:26][CH2:25][CH2:24][Si:21]([CH3:23])([CH3:22])[CH3:20])[S:8](=[O:11])(=[O:10])[N:7]([CH3:12])[C:6]=2[CH:13]=1 |f:1.2.3|. Reactants: BrC=1C=CC2=C(N(S(N2)(=O)=O)C)C1 (6-bromo-1-methyl-1,3-dihydrobenzo[c][1,2,5]thiadiazole 2,2-dioxide), C(=O)([O-])[O-].[K+].[K+] (K2CO3), C[Si](C)(C)CCOCCl (SEM-Cl). Reported procedure: To a solution of 6-bromo-1-methyl-1,3-dihydrobenzo[c][1,2,5]thiadiazole 2,2-dioxide (557 mmol, 2.10 mmol, as prepared above) in DMF (5 mL), K2CO3 (1.00 g, 7.23 mmol) and SEM-Cl (0.560 mL, 3.20 mmol) were added. The resulting mixture was stirred at 75° C. for 4 h and allowed to cool to rt. The reaction mixture was diluted with water (50 mL) and extracted with DCM (3×20 mL). The combined DCM layers were dried over Na2SO4, filtered, concentrated and the resulting residue was purified by flash colum... Run at temperature 75 celsius, time 4 hour. Run in CN(C)C=O (DMF), O (water). Yields the product BrC1=CC2=C(N(S(N2C)(=O)=O)COCC[Si](C)(C)C)C=C1 (5-Bromo-3-methyl-1-((2-(trimethylsilyl)ethoxy)methyl)-1,3-dihydrobenzo[c][1,2,5]thiadiazole 2,2-dioxide). Reactants: C1(C(C=CC2=CC=CC=C12)=O)=O (naphthalene-1,2-dione), [Si](C1=CC=CC=C1)(C1=CC=CC=C1)(C(C)(C)C)OCC(CS)O (1-{[tert-butyl(diphenyl)silyl]oxy}-3-mercaptopropan-2-ol), C(C)(=O)OCC (ethyl acetate), C(C)(C)N(CC)C(C)C (diisopropylethylamine). The solvent is C(C)#N (acetonitrile). Reaction conditions: time 10 minute. Product: [Si](C1=CC=CC=C1)(C1=CC=CC=C1)(C(C)(C)C)OCC1CSC2=C(O1)C1=CC=CC=C1C(C2=O)=O (2-({[tert-butyl(diphenyl)silyl]oxy}methyl)-2,3-dihydronaphtho[1,2-b][1,4]oxathiine-5,6-dione). Yield: 187.4%. Reaction SMILES: [C:1]1(=[O:12])[C:10]2[C:5](=[CH:6][CH:7]=[CH:8][CH:9]=2)[CH:4]=[CH:3][C:2]1=[O:11].[Si:13]([O:30][CH2:31][CH:32]([OH:35])[CH2:33][SH:34])([C:26]([CH3:29])([CH3:28])[CH3:27])([C:20]1[CH:25]=[CH:24][CH:23]=[CH:22][CH:21]=1)[C:14]1[CH:19]=[CH:18][CH:17]=[CH:16][CH:15]=1.C(N(C(C)C)CC)(C)C.C(OCC)(=O)C>C(#N)C>[Si:13]([O:30][CH2:31][CH:32]1[O:35][C:4]2[C:5]3[C:10]([C:1](=[O:12])[C:2](=[O:11])[C:3]=2[S:34][CH2:33]1)=[CH:9][CH:8]=[CH:7][CH:6]=3)([C:26]([CH3:29])([CH3:27])[CH3:28])([C:20]1[CH:25]=[CH:24][CH:23]=[CH:22][CH:21]=1)[C:14]1[CH:15]=[CH:16][CH:17]=[CH:18][CH:19]=1. Reported procedure: To a solution of naphthalene-1,2-dione (0.103 g, 0.65 mmol) in acetonitrile (4.0 mL) was added 1-{[tert-butyl(diphenyl)silyl]oxy}-3-mercaptopropan-2-ol (0.226 g, 0.065 mmol) followed by diisopropylethylamine (0.114 mL, 0.065 mmol). The reaction mixture was stirred for 10 minutes at room temperature followed by addition of ethyl acetate (10 mL). The organic layer was washed with water (10 mL) and 1.0 N HCl (5 mL). The organic layer was dried with sodium sulfate and concentrated under reduced pres... Reactants: CC(C)(C)OC(=O)N1CCC(NC(=O)C2CCC3CN2C(=O)N3OCc2ccccc2)CC1, CO. Product: CC(C)(C)OC(=O)N1CCC(NC(=O)C2CCC3CN2C(=O)N3O)CC1. RXN SMILES: [CH2:1]([c:2]1[cH:3][cH:4][cH:5][cH:6][cH:7]1)[O:8][N:9]1[CH:10]2[CH2:11][CH2:12][CH:13]([C:18](=[O:19])[NH:20][CH:21]3[CH2:22][CH2:23][N:24]([C:27](=[O:28])[O:29][C:30]([CH3:31])([CH3:32])[CH3:33])[CH2:25][CH2:26]3)[N:14]([C:15]1=[O:16])[CH2:17]2.[CH3:34][OH:35]>>[OH:8][N:9]1[CH:10]2[CH2:11][CH2:12][CH:13]([C:18](=[O:19])[NH:20][CH:21]3[CH2:22][CH2:23][N:24]([C:27](=[O:28])[O:29][C:30]([CH3:31])([CH3:32])[CH3:33])[CH2:25][CH2:26]3)[N:14]([C:15]1=[O:16])[CH2:17]2. Starting materials: OCCCCCCCCNC(=O)C=1C=C(C=CC1)S(=O)(=O)C=1C=C2C(=C(C=NC2=C(C1)C)C(=O)N)NC1=CC(=CC=C1)OC (6-[[3-[(8-Hydroxyoctyl)carbamoyl]phenyl]sulfonyl]-4-[(3-methoxyphenyl)amino]-8-methylquinoline-3-carboxamide), NC1=CC=C(C=C1)CCCCOCCCCCCN(C(OC(C)(C)C)=O)C[C@H](O[Si](C)(C)C(C)(C)C)C1=C2C=CC(NC2=C(C=C1)OC(=O)OC(C)(C)C)=O ((R)-tert-butyl (6-(4-(4-aminophenyl)butoxy)hexyl)(2-(8-((tert-butoxycarbonyl)oxy)-2-oxo-1,2-dihydroquinolin-5-yl)-2-((tert-butyldimethylsilyl)oxy)ethyl)carbamate), C68H87N6O13SSi. Yields the product C(C)(C)(C)OC(=O)OC=1C=CC(=C2C=CC(NC12)=O)[C@H](CN(C(OC(C)(C)C)=O)CCCCCCOCCCCC1=CC=C(C=C1)NC(C1=CC(=CC=C1)S(=O)(=O)C=1C=C2C(=C(C=NC2=C(C1)C)C(N)=O)NC1=CC(=CC=C1)OC)=O)O[Si](C)(C)C(C)(C)C ((R)-tert-butyl (2-(8-((tert-butoxycarbonyl)oxy)-2-oxo-1,2-dihydroquinolin-5-yl)-2-((tert-butyldimethylsilyl)oxy)ethyl)(6-(4-(4-(3-((3-carbamoyl-4-((3-methoxyphenyl)amino)-8-methylquinolin-6-yl)sulfonyl)benzamido)phenyl)butoxy)hexyl)carbamate). Reaction SMILES: OCCCCCCCCN[C:11]([C:13]1[CH:14]=[C:15]([S:19]([C:22]2[CH:23]=[C:24]3[C:29](=[C:30]([CH3:32])[CH:31]=2)[N:28]=[CH:27][C:26]([C:33]([NH2:35])=[O:34])=[C:25]3[NH:36][C:37]2[CH:42]=[CH:41][CH:40]=[C:39]([O:43][CH3:44])[CH:38]=2)(=[O:21])=[O:20])[CH:16]=[CH:17][CH:18]=1)=[O:12].[NH2:45][C:46]1[CH:51]=[CH:50][C:49]([CH2:52][CH2:53][CH2:54][CH2:55][O:56][CH2:57][CH2:58][CH2:59][CH2:60][CH2:61][CH2:62][N:63]([CH2:71][C@@H:72]([C:81]2[CH:90]=[CH:89][C:88]([O:91][C:92]([O:94][C:95]([CH3:98])([CH3:97])[CH3:96])=[O:93])=[C:87]3[C:82]=2[CH:83]=[CH:84][C:85](=[O:99])[NH:86]3)[O:73][Si:74]([C:77]([CH3:80])([CH3:79])[CH3:78])([CH3:76])[CH3:75])[C:64](=[O:70])[O:65][C:66]([CH3:69])([CH3:68])[CH3:67])=[CH:48][CH:47]=1>>[C:95]([O:94][C:92]([O:91][C:88]1[CH:89]=[CH:90][C:81]([C@@H:72]([O:73][Si:74]([C:77]([CH3:80])([CH3:79])[CH3:78])([CH3:76])[CH3:75])[CH2:71][N:63]([CH2:62][CH2:61][CH2:60][CH2:59][CH2:58][CH2:57][O:56][CH2:55][CH2:54][CH2:53][CH2:52][C:49]2[CH:48]=[CH:47][C:46]([NH:45][C:11](=[O:12])[C:13]3[CH:18]=[CH:17][CH:16]=[C:15]([S:19]([C:22]4[CH:23]=[C:24]5[C:29](=[C:30]([CH3:32])[CH:31]=4)[N:28]=[CH:27][C:26]([C:33](=[O:34])[NH2:35])=[C:25]5[NH:36][C:37]4[CH:42]=[CH:41][CH:40]=[C:39]([O:43][CH3:44])[CH:38]=4)(=[O:20])=[O:21])[CH:14]=3)=[CH:51][CH:50]=2)[C:64](=[O:70])[O:65][C:66]([CH3:69])([CH3:68])[CH3:67])=[C:82]2[C:87]=1[NH:86][C:85](=[O:99])[CH:84]=[CH:83]2)=[O:93])([CH3:98])([CH3:97])[CH3:96]. Procedure: The title compound was synthesized in a manner analogous to that described for Intermediate 70, using Intermediate 108 in place of 8-aminooctanol. ES/MS calcd. for C68H87N6O13SSi+ 1255.6. Found m/z=1256 (M+H)+. Reactants: CCOC(=O)c1c(C)nc2cccc(OCC(N)CC)c2c1N, O=C(O)c1ccccc1O. Yields the product CCOC(=O)c1c(C)nc2cccc(OCC(CC)NC(=O)c3ccccc3O)c2c1N. As a reaction SMILES: [NH2:1][c:2]1[c:3]([C:19](=[O:20])[O:21][CH2:22][CH3:23])[c:4]([CH3:18])[n:5][c:6]2[cH:7][cH:8][cH:9][c:10]([O:12][CH2:13][CH:14]([CH2:15][CH3:16])[NH2:17])[c:11]12.[OH:24][C:25](=[O:26])[c:27]1[cH:28][cH:29][cH:30][cH:31][c:32]1[OH:33]>>[NH2:1][c:2]1[c:3]([C:19](=[O:20])[O:21][CH2:22][CH3:23])[c:4]([CH3:18])[n:5][c:6]2[cH:7][cH:8][cH:9][c:10]([O:12][CH2:13][CH:14]([CH2:15][CH3:16])[NH:17][C:25](=[O:24])[c:27]3[cH:28][cH:29][cH:30][cH:31][c:32]3[OH:33])[c:11]12.